From a dataset of the Open Reaction Database (ORD), a public repository of structured organic reaction records. describe an organic reaction: reactants, conditions, products, and yield The reactants are C(#N)C1=CC=C2NCC(NC2=C1)=O (7-cyano-3,4-dihydroquinoxalin-2(1H)-one), C(=O)([O-])[O-].[K+].[K+] (K2CO3), C1COCCOCCOCCOCCOCCO1 (18-crown-6), BrCC(=O)C1=CC=C(C=C1)Br (2,4′-dibromoacetophenone). Solvent: CCOC(=O)C (EtOAc), C1CCOC1 (THF). Conditions: time 16 hour. Product: C(#N)C1=CC=C2NCC(N(C2=C1)CC(=O)C1=CC=C(C=C1)Br)=O (7-cyano-1N-(p-bromophenyl)carbonylmethyl-3,4-dihydroquinoxalin-2(1H)-one). The yield is 37.8%. Reaction SMILES: [C:1]([C:3]1[CH:12]=[C:11]2[C:6]([NH:7][CH2:8][C:9](=[O:13])[NH:10]2)=[CH:5][CH:4]=1)#[N:2].C([O-])([O-])=O.[K+].[K+].C1OCCOCCOCCOCCOCCOC1.Br[CH2:39][C:40]([C:42]1[CH:47]=[CH:46][C:45]([Br:48])=[CH:44][CH:43]=1)=[O:41]>C1COCC1.CCOC(C)=O>[C:1]([C:3]1[CH:12]=[C:11]2[C:6]([NH:7][CH2:8][C:9](=[O:13])[N:10]2[CH2:39][C:40]([C:42]2[CH:47]=[CH:46][C:45]([Br:48])=[CH:44][CH:43]=2)=[O:41])=[CH:5][CH:4]=1)#[N:2] |f:1.2.3|. Reported procedure: To a solution of 7-cyano-3,4-dihydroquinoxalin-2(1H)-one (4 mg, 20 mmol) in THF (100 mL) was added K2CO3 (152 mg, 1.1 mmoL), 18-crown-6 (230 mg), and 2,4′-dibromoacetophenone (5.54 g, 20 mmol), and the resulting mixture was stirred for 16 hours. The mixture was diluted with EtOAc and filtered. The residue was washed with EtOAc and water, and dried by air to give the product (2.8 g, 37.8%). The filtrate was washed with brine (50 mL×4), dried over MgSO4, and concentrated to give a crude material, ... Starting materials: CC(=S)[S-], CCO, CCOC(=O)C(Cl)CCc1ccc(-c2ccccc2Cl)cc1, [Na+]. Product: CCOC(=O)C(CCc1ccc(-c2ccccc2Cl)cc1)SC(C)=S. RXN SMILES: [C:1]([CH3:2])(=[S:3])[S-:4].[CH3:28][CH2:29][OH:30].[Cl:6][CH:7]([C:8](=[O:9])[O:10][CH2:11][CH3:12])[CH2:13][CH2:14][c:15]1[cH:16][cH:17][c:18](-[c:21]2[c:22]([Cl:27])[cH:23][cH:24][cH:25][cH:26]2)[cH:19][cH:20]1.[Na+:5]>>[C:1]([CH3:2])(=[S:3])[S:4][CH:7]([C:8](=[O:9])[O:10][CH2:11][CH3:12])[CH2:13][CH2:14][c:15]1[cH:16][cH:17][c:18](-[c:21]2[c:22]([Cl:27])[cH:23][cH:24][cH:25][cH:26]2)[cH:19][cH:20]1. Reactants: BrCc1ccccc1, Oc1ccccc1Br, O=C([O-])[O-], CC(C)=O, [K+], [K+]. The product is Brc1ccccc1OCc1ccccc1. RXN SMILES: [Br:15][CH2:16][c:17]1[cH:18][cH:19][cH:20][cH:21][cH:22]1.[Br:1][c:2]1[c:3]([OH:8])[cH:4][cH:5][cH:6][cH:7]1.[C:9](=[O:10])([O-:11])[O-:12].[CH3:23][C:24](=[O:25])[CH3:26].[K+:13].[K+:14]>>[Br:1][c:2]1[c:3]([O:8][CH2:16][c:17]2[cH:18][cH:19][cH:20][cH:21][cH:22]2)[cH:4][cH:5][cH:6][cH:7]1. Starting materials: BrC=1C=C(C2=C(N=C(S2)NC(=O)NCC)C1)C=1C=NC=CC1 (1-(5-bromo-7-pyridin-3-yl-benzothiazol-2-yl)-3-ethyl-urea), C(CCC)[Sn](C1=NC=CC=C1)(CCCC)CCCC (2-tributylstannyl pyridine). Reagents/catalysts: C=1C=CC(=CC1)[P](C=2C=CC=CC2)(C=3C=CC=CC3)[Pd]([P](C=4C=CC=CC4)(C=5C=CC=CC5)C=6C=CC=CC6)([P](C=7C=CC=CC7)(C=8C=CC=CC8)C=9C=CC=CC9)[P](C=1C=CC=CC1)(C=1C=CC=CC1)C=1C=CC=CC1 (tetrakis(triphenylphosphine)palladium(0)). Solvent: CN(C)C=O (DMF). Conditions: temperature 120 celsius. Yields the product C(C)NC(=O)NC=1SC2=C(N1)C=C(C=C2C=2C=NC=CC2)C2=NC=CC=C2 (1-Ethyl-3-(5-pyridin-2-yl-7-pyridin-3-yl-benzothiazol-2-yl)-urea), solid. Isolated yield 6.0%. As a reaction SMILES: Br[C:2]1[CH:3]=[C:4]([C:17]2[CH:18]=[N:19][CH:20]=[CH:21][CH:22]=2)[C:5]2[S:9][C:8]([NH:10][C:11]([NH:13][CH2:14][CH3:15])=[O:12])=[N:7][C:6]=2[CH:16]=1.C([Sn](CCCC)(CCCC)[C:28]1[CH:33]=[CH:32][CH:31]=[CH:30][N:29]=1)CCC>CN(C=O)C.C1C=CC([P]([Pd]([P](C2C=CC=CC=2)(C2C=CC=CC=2)C2C=CC=CC=2)([P](C2C=CC=CC=2)(C2C=CC=CC=2)C2C=CC=CC=2)[P](C2C=CC=CC=2)(C2C=CC=CC=2)C2C=CC=CC=2)(C2C=CC=CC=2)C2C=CC=CC=2)=CC=1>[CH2:14]([NH:13][C:11]([NH:10][C:8]1[S:9][C:5]2[C:4]([C:17]3[CH:18]=[N:19][CH:20]=[CH:21][CH:22]=3)=[CH:3][C:2]([C:28]3[CH:33]=[CH:32][CH:31]=[CH:30][N:29]=3)=[CH:16][C:6]=2[N:7]=1)=[O:12])[CH3:15] |^1:50,52,71,90|. Procedure: To a solution of 1-(5-bromo-7-pyridin-3-yl-benzothiazol-2-yl)-3-ethyl-urea (0.20 g, 0.53 mmol) in DMF (5 mL) was added 2-tributylstannyl pyridine (0.23 g, 0.53 mmol) under nitrogen atmosphere at room temperature. The reaction mixture was then degassed for half an hour followed by the addition of tetrakis(triphenylphosphine)palladium(0) (0.061 g, 0.053 mmol). The reaction mixture was then again degassed and heated at 120° C. for 8 h under nitrogen atmosphere. After the completion of the reaction ... The reactants are BrC=1C=C(C=CC1)C(O)C1=CC(=CC=C1)Br (bis(3-bromophenyl)methanol). The reagents and catalysts are O=[Mn]=O (MnO2). Run in ClCCl (dichloromethane). Conditions: temperature 25 celsius, time 12 hour. The product is BrC=1C=C(C=CC1)C(=O)C1=CC(=CC=C1)Br (bis(3-bromophenyl)methanone). The yield is 91.0%. As a reaction SMILES: [Br:1][C:2]1[CH:3]=[C:4]([CH:8]([C:10]2[CH:15]=[CH:14][CH:13]=[C:12]([Br:16])[CH:11]=2)[OH:9])[CH:5]=[CH:6][CH:7]=1>ClCCl.O=[Mn]=O>[Br:1][C:2]1[CH:3]=[C:4]([C:8]([C:10]2[CH:15]=[CH:14][CH:13]=[C:12]([Br:16])[CH:11]=2)=[O:9])[CH:5]=[CH:6][CH:7]=1. Procedure: MnO2 (21.61 g, 249 mmol) was added to a solution of bis(3-bromophenyl)methanol (8.4 g, 24.5 mmol) in dichloromethane (80 mL). The mixture was stirred at 25° C. for 12 h and then filtered. The filter cake was washed with dichloromethane (60 mL×5). The filtrate was concentrated to afford 7.6 g of the title compound (22.3 mmol, 90%). LC/MS: [M+1]=341. 1H NMR (DMSO-d6), 400 MHz: δ 7.52-7.56 (m, 2H), 7.71 (d, 2H, J=7.2 Hz), 7.88-7.92 (m, 4H). The reactants are BrC=1C(=NN(C1NC(OC(C)(C)C)=O)C)C(C)(C)C (tert-Butyl (4-bromo-3-tert-butyl-1-methyl-1H-pyrazol-5-yl)carbamate), BrC=1C(=NN(C1NC(OC(C)(C)C)=O)C)C(C)(C)C (tert-Butyl (4-bromo-3-tert-butyl-1-methyl-1H-pyrazol-5-yl)carbamate), N1=CC(=CC=C1)B(O)O (pyridine-3-boronic acid), C(=O)([O-])[O-].[Na+].[Na+] (Na2CO3). The reagents and catalysts are C=1C=CC(=CC1)[P](C=2C=CC=CC2)(C=3C=CC=CC3)[Pd]([P](C=4C=CC=CC4)(C=5C=CC=CC5)C=6C=CC=CC6)([P](C=7C=CC=CC7)(C=8C=CC=CC8)C=9C=CC=CC9)[P](C=1C=CC=CC1)(C=1C=CC=CC1)C=1C=CC=CC1 (Pd(PPh3)4). Solvent: C(C)O (ethanol). Conditions: temperature 80 celsius, time 30 minute. Yields the product C(C)(C)(C)C1=NN(C(=C1C=1C=NC=CC1)N)C (3-tert-butyl-1-methyl-4-pyridin-3-yl-1H-pyrazol-5-amine). Yield: 25.4%. As a reaction SMILES: Br[C:2]1[C:3]([C:16]([CH3:19])([CH3:18])[CH3:17])=[N:4][N:5]([CH3:15])[C:6]=1[NH:7]C(=O)OC(C)(C)C.[N:20]1[CH:25]=[CH:24][CH:23]=[C:22](B(O)O)[CH:21]=1.C([O-])([O-])=O.[Na+].[Na+]>C(O)C.C1C=CC([P]([Pd]([P](C2C=CC=CC=2)(C2C=CC=CC=2)C2C=CC=CC=2)([P](C2C=CC=CC=2)(C2C=CC=CC=2)C2C=CC=CC=2)[P](C2C=CC=CC=2)(C2C=CC=CC=2)C2C=CC=CC=2)(C2C=CC=CC=2)C2C=CC=CC=2)=CC=1>[C:16]([C:3]1[C:2]([C:22]2[CH:21]=[N:20][CH:25]=[CH:24][CH:23]=2)=[C:6]([NH2:7])[N:5]([CH3:15])[N:4]=1)([CH3:17])([CH3:18])[CH3:19] |f:2.3.4,^1:41,43,62,81|. Procedure details: tert-Butyl (4-bromo-3-tert-butyl-1-methyl-1H-pyrazol-5-yl)carbamate (Intermediate I, 1.7 g, 5.12 mmol), pyridine-3-boronic acid (1.26 g, 10.23 mmol), and Pd(PPh3)4 (295 mg, 0.26 mmol) were dissolved in ethanol (25 mL), and Na2CO3 (2 M aqueous solution, 25 mL) was added. The mixture was degassed for 10 min. The reaction mixture was then heated to 80° C. for 16 h. The mixture was diluted with ethyl acetate, the solid was filtered off, and the filtrate was treated with TFA (5 mL). The mixture was s...